This data is from the Open Reaction Database (ORD), a public repository of structured organic reaction records. The task is: describe an organic reaction: reactants, conditions, products, and yield Starting materials: COc1ccc(CN2CCc3c(sc(N)c3C(=O)OC(C)(C)C)C2CN)cc1, CC(=O)Cl, ClCCl. The product is COc1ccc(CN2CCc3c(sc(N)c3C(=O)OC(C)(C)C)C2CNC(C)=O)cc1. Reaction SMILES: [C:1]([CH3:2])([CH3:3])([CH3:4])[O:5][C:6](=[O:7])[c:8]1[c:9]([NH2:28])[s:10][c:11]2[c:16]1[CH2:15][CH2:14][N:13]([CH2:17][c:18]1[cH:19][cH:20][c:21]([O:24][CH3:25])[cH:22][cH:23]1)[CH:12]2[CH2:26][NH2:27].[CH3:29][C:30]([Cl:31])=[O:32].[Cl:33][CH2:34][Cl:35]>>[C:1]([CH3:2])([CH3:3])([CH3:4])[O:5][C:6](=[O:7])[c:8]1[c:9]([NH2:28])[s:10][c:11]2[c:16]1[CH2:15][CH2:14][N:13]([CH2:17][c:18]1[cH:19][cH:20][c:21]([O:24][CH3:25])[cH:22][cH:23]1)[CH:12]2[CH2:26][NH:27][C:30]([CH3:29])=[O:32]. Starting materials: C1=CCCCC1, CCO, COc1c(Cl)cc([N+](=O)[O-])c(OC)c1[N+](=O)[O-], O. The product is COc1c(N)cc(Cl)c(OC)c1[N+](=O)[O-]. Reaction SMILES: [CH2:18]1[CH2:19][CH:20]=[CH:21][CH2:22][CH2:23]1.[CH3:25][CH2:26][OH:27].[N+:1](=[O:2])([O-:3])[c:4]1[c:5]([O:16][CH3:17])[c:6]([Cl:15])[cH:7][c:8]([N+:12]([O-:13])=[O:14])[c:9]1[O:10][CH3:11].[OH2:24]>>[N+:1](=[O:2])([O-:3])[c:4]1[c:5]([O:16][CH3:17])[c:6]([Cl:15])[cH:7][c:8]([NH2:12])[c:9]1[O:10][CH3:11]. Reactants: O (water), ClC=1C=C2C=C(C(NC2=NC1)C(F)(F)F)C(=O)OCC (ethyl 6-chloro-2-(triflouromethyl)-1,2-dihydro[1,8]napthyridine-3-carboxylate), [OH-].[Na+] (sodium hydroxide), CO (methanol). Solvent: O1CCCC1 (tetrahydrofuran). Reaction conditions: temperature 50 celsius. Yields the product ClC=1C=C2C=C(C(NC2=NC1)C(F)(F)F)C(=O)O (6-chloro-2-(trifluoromethyl)-1,2-dihydro[1,8]napthyridine-3-carboxylic acid). The yield is 22.5%. As a reaction SMILES: [Cl:1][C:2]1[CH:3]=[C:4]2[C:9](=[N:10][CH:11]=1)[NH:8][CH:7]([C:12]([F:15])([F:14])[F:13])[C:6]([C:16]([O:18]CC)=[O:17])=[CH:5]2.[OH-].[Na+].CO.O>O1CCCC1>[Cl:1][C:2]1[CH:3]=[C:4]2[C:9](=[N:10][CH:11]=1)[NH:8][CH:7]([C:12]([F:15])([F:13])[F:14])[C:6]([C:16]([OH:18])=[O:17])=[CH:5]2 |f:1.2|. Procedure details: The ester from Step 4 (1.3 g, 4.4 mmol) and 2.5 N sodium hydroxide solution (3.5 mL, 9 mmol) were mixed in tetrahydrofuran (25 mL), methanol (10 mL), and water (25 mL). The mixture was heated at 50° C. for 4 hours, allowed to cool to room temperature, and was concentrated in vacuo to remove the tetrahydrofuran and methanol. The resulting aqueous solution was washed with diethyl ether (2×100 mL). The aqueous phase was acidified with 3 N HCl causing the precipitation of a yellow solid (1.1 g). The... Reactants: C(C)(N)=NO (Acetamide oxime), [H-].[Na+] (NaH), CN1[C@H]2CC[C@@H]1C(=CC2)C(=O)OC (Anhydroecgonine methyl ester). Solvent: C1CCOC1 (THF). Yields the product CC1=NOC(=N1)C=1C2CCC(CC1)N2C (2-[3-Methyl-1, 2, 4-oxadiazol-5-yl]-8-methyl-8-azabicyclo[3.2.1]oct-2-ene). Reaction SMILES: [C:1](=[N:4][OH:5])([NH2:3])[CH3:2].[H-].[Na+].[CH3:8][N:9]1[C@H:13]2[C:14]([C:17](OC)=O)=[CH:15][CH2:16][C@@H:10]1[CH2:11][CH2:12]2>C1COCC1>[CH3:2][C:1]1[N:3]=[C:17]([C:14]2[CH:13]3[N:9]([CH3:8])[CH:10]([CH2:16][CH:15]=2)[CH2:11][CH2:12]3)[O:5][N:4]=1 |f:1.2|. Procedure: Acetamide oxime (500 mg, 6.75 mol) suspended in THF (50 mL) under nitrogen was heated at 60° C. with NaH (132 mg, 5.5 mmol in oil dispersion) for 1 h. Anhydroecgonine methyl ester (2.76 ml) and 4 A° molecular sieves (2 g) were added and the reaction mixture heated under reflux for 3 h. After cooling, the reaction mixture was filtered and the solvent removed in vacuo. The residue was chromatographed on a silica gel column eluting with CHCl3 --CH3OH (95:5) to give the free base.